From a dataset of the Open Reaction Database (ORD), a public repository of structured organic reaction records. describe an organic reaction: reactants, conditions, products, and yield Reactants: CC(C)(C)OC(=O)N1CC(O)C(c2ccc(OCCCOc3ccccc3Cl)cc2)C(OCC2COC(C)(C)O2)C1, COc1cc(CCl)cc2ccccc12. The product is COc1cc(COC2CN(C(=O)OC(C)(C)C)CC(OCC3COC(C)(C)O3)C2c2ccc(OCCCOc3ccccc3Cl)cc2)cc2ccccc12. RXN SMILES: [C:1]([CH3:2])([CH3:3])([CH3:4])[O:5][C:6](=[O:7])[N:8]1[CH2:9][CH:10]([O:33][CH2:34][CH:35]2[O:36][C:37]([CH3:40])([CH3:41])[O:38][CH2:39]2)[CH:11]([c:15]2[cH:16][cH:17][c:18]([O:21][CH2:22][CH2:23][CH2:24][O:25][c:26]3[c:27]([Cl:32])[cH:28][cH:29][cH:30][cH:31]3)[cH:19][cH:20]2)[CH:12]([OH:14])[CH2:13]1.[Cl:42][CH2:43][c:44]1[cH:45][c:46]([O:54][CH3:55])[c:47]2[cH:48][cH:49][cH:50][cH:51][c:52]2[cH:53]1>>[C:1]([CH3:2])([CH3:3])([CH3:4])[O:5][C:6](=[O:7])[N:8]1[CH2:9][CH:10]([O:33][CH2:34][CH:35]2[O:36][C:37]([CH3:40])([CH3:41])[O:38][CH2:39]2)[CH:11]([c:15]2[cH:16][cH:17][c:18]([O:21][CH2:22][CH2:23][CH2:24][O:25][c:26]3[c:27]([Cl:32])[cH:28][cH:29][cH:30][cH:31]3)[cH:19][cH:20]2)[CH:12]([O:14][CH2:43][c:44]2[cH:45][c:46]([O:54][CH3:55])[c:47]3[cH:48][cH:49][cH:50][cH:51][c:52]3[cH:53]2)[CH2:13]1. Reactants: C(=S)(Cl)Cl (Thiophosgene), NC=1C(=NC=C(C(=O)OC)C1)Cl (methyl 5-amino-6-chloronicotinate), C([O-])([O-])=O.[Na+].[Na+] (sodium carbonate), C(C)(=O)OCC (ethyl acetate). The solvent is ClCCl (dichloromethane), ClCCl (dichloromethane). Conditions: time 4 day. The product is ClC1=NC=C(C(=O)OC)C=C1N=C=S (methyl 6-chloro-5-isothiocyanatonicotinate). The yield is 76.1%. As a reaction SMILES: [C:1](Cl)(Cl)=[S:2].[NH2:5][C:6]1[C:7]([Cl:16])=[N:8][CH:9]=[C:10]([CH:15]=1)[C:11]([O:13][CH3:14])=[O:12].C(=O)([O-])[O-].[Na+].[Na+].C(OCC)(=O)C>ClCCl>[Cl:16][C:7]1[C:6]([N:5]=[C:1]=[S:2])=[CH:15][C:10]([C:11]([O:13][CH3:14])=[O:12])=[CH:9][N:8]=1 |f:2.3.4|. Procedure details: Thiophosgene (6.367 g, 55.37 mmol) in dichloromethane (10 mL) was added to a mixture of methyl 5-amino-6-chloronicotinate (8.61 g, 46.14 mmol) and sodium carbonate (9.781 g, 92.29 mmol) in dichloromethane (200 mL). The reaction mixture was stirred for four days at ambient temperature. The reaction mixture was washed with water and brine, dried, and concentrated. The residue was purified via MPLC (Biotage) eluting with 12:1 hexane:ethyl acetate to afford methyl 6-chloro-5-isothiocyanatonicotinate...